This data is from the Open Reaction Database (ORD), a public repository of structured organic reaction records. The task is: describe an organic reaction: reactants, conditions, products, and yield The reactants are O=C(Cl)C(=O)Cl, O=C(O)CCc1ccc(N(CCCl)CCCl)cc1, ClCCCl. The product is O=C(Cl)CCc1ccc(N(CCCl)CCCl)cc1. As a reaction SMILES: [Cl:19][C:20]([C:21]([Cl:22])=[O:23])=[O:24].[Cl:1][CH2:2][CH2:3][N:4]([CH2:5][CH2:6][Cl:7])[c:8]1[cH:9][cH:10][c:11]([CH2:14][CH2:15][C:16](=[O:17])[OH:18])[cH:12][cH:13]1.[Cl:25][CH2:26][CH2:27][Cl:28]>>[Cl:1][CH2:2][CH2:3][N:4]([CH2:5][CH2:6][Cl:7])[c:8]1[cH:9][cH:10][c:11]([CH2:14][CH2:15][C:16](=[O:18])[Cl:19])[cH:12][cH:13]1. Reaction SMILES: [Al+3:17].[CH3:1][C:2]([CH:3]=[O:4])([CH2:5][C:6](=[CH2:7])[CH3:8])[c:9]1[cH:10][cH:11][c:12]([CH3:15])[cH:13][cH:14]1.[H-:16].[H-:19].[H-:20].[H-:21].[Li+:18]>>[CH3:1][C:2]([CH2:3][OH:4])([CH2:5][C:6](=[CH2:7])[CH3:8])[c:9]1[cH:10][cH:11][c:12]([CH3:15])[cH:13][cH:14]1. Starting materials: [Al+3], C=C(C)CC(C)(C=O)c1ccc(C)cc1, [H-], [H-], [H-], [H-], [Li+]. Product: C=C(C)CC(C)(CO)c1ccc(C)cc1. The reactants are CCO, CCOC(=O)c1nc(SC)sc1C(=O)OCC, [Na+], [OH-], O, O. The product is CCOC(=O)c1nc(SC)sc1C(=O)O. As a reaction SMILES: [CH2:22]([OH:23])[CH3:24].[CH3:3][S:4][c:5]1[s:6][c:7]([C:15](=[O:16])[O:17][CH2:18][CH3:19])[c:8]([C:10](=[O:11])[O:12][CH2:13][CH3:14])[n:9]1.[Na+:2].[OH-:1].[OH2:20].[OH2:21]>>[CH3:3][S:4][c:5]1[s:6][c:7]([C:15](=[O:16])[OH:17])[c:8]([C:10](=[O:11])[O:12][CH2:13][CH3:14])[n:9]1.